Dataset: the Open Reaction Database (ORD), a public repository of structured organic reaction records. Task: describe an organic reaction: reactants, conditions, products, and yield Reaction SMILES: P12(SP3(SP(SP(S3)(S1)=S)(=S)S2)=S)=[S:2].[Cl:15][C:16]1[CH:17]=[C:18]([C:22]2[C:23]3[CH:33]=[CH:32][C:31]([CH3:34])=[N:30][C:24]=3[N:25]([CH2:28][CH3:29])[CH2:26][N:27]=2)[CH:19]=[CH:20][CH:21]=1.C(=O)(O)[O-].[Na+]>ClCCCl>[Cl:15][C:16]1[CH:17]=[C:18]([C:22]2[C:23]3[CH:33]=[CH:32][C:31]([CH3:34])=[N:30][C:24]=3[N:25]([CH2:28][CH3:29])[C:26](=[S:2])[N:27]=2)[CH:19]=[CH:20][CH:21]=1 |f:2.3|. The solvent is ClCCCl (1,2-dichloroethane). Procedure: Diphosphorus pentasulfide (3.00 g, 13.5 mmol) was added to a solution of 2.00 g (6.69 mmol) of 4-(3-chlorophenyl)-1-ethyl-7-methylpyrido[2,3-d]pyrimidine in 100 ml of 1,2-dichloroethane, followed by heating under reflux for 6 hours. The reaction solution was cooled to room temperature, mixed with saturated sodium bicarbonate and extracted with chloroform. The organic layer was washed with brine and dried over anhydrous magnesium sulfate, magnesium sulfate was removed by filtration and the result... Starting materials: P12(=S)SP3(=S)SP(=S)(S1)SP(=S)(S2)S3 (Diphosphorus pentasulfide), ClC=1C=C(C=CC1)C=1C2=C(N(CN1)CC)N=C(C=C2)C (4-(3-chlorophenyl)-1-ethyl-7-methylpyrido[2,3-d]pyrimidine), C([O-])(O)=O.[Na+] (sodium bicarbonate). Product: ClC=1C=C(C=CC1)C=1C2=C(N(C(N1)=S)CC)N=C(C=C2)C (4-(3-chlorophenyl)-1-ethyl-7-methylpyrido[2,3-d]pyrimidin-2(1H)-thione). The yield is 54.0%. Reaction SMILES: [Cl:1][c:2]1[c:3](-[n:8]2[n:9][c:10]([C:32]([F:33])([F:34])[F:35])[cH:11][c:12]2[C:13](=[O:14])[NH:15][c:16]2[c:17]([CH3:31])[cH:18][c:19]([N+:28]([O-:29])=[O:30])[cH:20][c:21]2[C:22](=[O:23])[NH:24][CH:25]([CH3:26])[CH3:27])[n:4][cH:5][cH:6][cH:7]1.[Cl:43][CH2:44][Cl:45].[OH:36][C:37]([C:38]([F:39])([F:40])[F:41])=[O:42].[Zn:46]>>[Cl:1][c:2]1[c:3](-[n:8]2[n:9][c:10]([C:32]([F:33])([F:34])[F:35])[cH:11][c:12]2[C:13](=[O:14])[NH:15][c:16]2[c:17]([CH3:31])[cH:18][c:19]([NH2:28])[cH:20][c:21]2[C:22](=[O:23])[NH:24][CH:25]([CH3:26])[CH3:27])[n:4][cH:5][cH:6][cH:7]1. The product is Cc1cc(N)cc(C(=O)NC(C)C)c1NC(=O)c1cc(C(F)(F)F)nn1-c1ncccc1Cl. Starting materials: Cc1cc([N+](=O)[O-])cc(C(=O)NC(C)C)c1NC(=O)c1cc(C(F)(F)F)nn1-c1ncccc1Cl, ClCCl, O=C(O)C(F)(F)F, [Zn].